From a dataset of the Open Reaction Database (ORD), a public repository of structured organic reaction records. describe an organic reaction: reactants, conditions, products, and yield Starting materials: C(C)(C)C1=CC=C(C=C1)NC(=O)C1CCCC2=CC=CC=C12 (N-(4-isopropylphenyl)-1,2,3,4-tetrahydronaphthalene-1-carboxamide), O1CCN(CC1)C(CCl)=O (2-morpholino-2-oxoethyl chloride). The product is C(C)(C)C1=CC=C(C=C1)N(C(=O)C1CCCC2=CC=CC=C12)CC(=O)N1CCOCC1 (N-(4-isopropylphenyl)-N-(2-morpholino-2-oxoethyl)-1,2,3,4-tetrahydronaphthalene-1-carboxamide). The yield is 60.0%. RXN SMILES: [CH:1]([C:4]1[CH:9]=[CH:8][C:7]([NH:10][C:11]([CH:13]2[C:22]3[C:17](=[CH:18][CH:19]=[CH:20][CH:21]=3)[CH2:16][CH2:15][CH2:14]2)=[O:12])=[CH:6][CH:5]=1)([CH3:3])[CH3:2].[O:23]1[CH2:28][CH2:27][N:26]([C:29](=[O:32])[CH2:30]Cl)[CH2:25][CH2:24]1>>[CH:1]([C:4]1[CH:9]=[CH:8][C:7]([N:10]([CH2:30][C:29]([N:26]2[CH2:27][CH2:28][O:23][CH2:24][CH2:25]2)=[O:32])[C:11]([CH:13]2[C:22]3[C:17](=[CH:18][CH:19]=[CH:20][CH:21]=3)[CH2:16][CH2:15][CH2:14]2)=[O:12])=[CH:6][CH:5]=1)([CH3:3])[CH3:2]. Reported procedure: By the reaction and treatment in the same manner as in Example 6 using N-(4-isopropylphenyl)-1,2,3,4-tetrahydronaphthalene-1-carboxamide (0.5 g) and 2-morpholino-2-oxoethyl chloride (0.33 g) as starting materials, N-(4-isopropylphenyl)-N-(2-morpholino-2-oxoethyl)-1,2,3,4-tetrahydronaphthalene-1-carboxamide (0.43g) was obtained. melting point: 180° C. Starting materials: N1(CCCC1)CCCOC1=CC=C(C=C1)C1(CCOCC1)CN ({4-[4-(3-pyrrolidin-1-ylpropoxy)phenyl]tetrahydropyran-4-yl}methylamine), C(C)(=O)O (acetic acid), [O-]C#N.[K+] (potassium cyanate). The solvent is O (water). Reaction conditions: time 8 hour. Product: N1(CCCC1)CCCOC1=CC=C(C=C1)C1(CCOCC1)CNC(=O)N ({4-[4-(3-Pyrrolidin-1-yl-propoxy)-phenyl]-tetrahydro-pyran-4-ylmethyl}-urea). Yield: 11.0%. As a reaction SMILES: [N:1]1([CH2:6][CH2:7][CH2:8][O:9][C:10]2[CH:15]=[CH:14][C:13]([C:16]3([CH2:22][NH2:23])[CH2:21][CH2:20][O:19][CH2:18][CH2:17]3)=[CH:12][CH:11]=2)[CH2:5][CH2:4][CH2:3][CH2:2]1.C(O)(=O)C.[O-:28][C:29]#[N:30].[K+]>O>[N:1]1([CH2:6][CH2:7][CH2:8][O:9][C:10]2[CH:15]=[CH:14][C:13]([C:16]3([CH2:22][NH:23][C:29]([NH2:30])=[O:28])[CH2:17][CH2:18][O:19][CH2:20][CH2:21]3)=[CH:12][CH:11]=2)[CH2:5][CH2:4][CH2:3][CH2:2]1 |f:2.3|. Reported procedure: To a stirred solution of {4-[4-(3-pyrrolidin-1-ylpropoxy)phenyl]tetrahydropyran-4-yl}methylamine (200 mg, 0.63 mmol) and acetic acid (108 μL, 1.89 mmol) in water (12 mL) was added portionwise potassium cyanate (153 mg, 1.89 mmol). After stirring overnight, the reaction mixture was quenched with a 0.1N aqueous solution of NaOH. The organic layer was separated and the aqueous layer extracted twice with dichloromethane. The combined organic extracts were dried over magnesium sulfate, filtered, conc... Starting materials: BrC1=CC=C(C=C1)OCCCCBr (1-bromo-4-(4-bromobutoxy)benzene), C[O-].[Na+] (sodium methoxide), O (water), C(C)(=O)OCC (ethyl acetate). Run in CO (methanol), CO (methanol). The product is BrC1=CC=C(C=C1)OCCCCOC (1-bromo-4-(4-methoxybutoxy)benzene). As a reaction SMILES: [Br:1][C:2]1[CH:7]=[CH:6][C:5]([O:8][CH2:9][CH2:10][CH2:11][CH2:12]Br)=[CH:4][CH:3]=1.C[O-].[Na+].O.[C:18](OCC)(=[O:20])C>CO>[Br:1][C:2]1[CH:7]=[CH:6][C:5]([O:8][CH2:9][CH2:10][CH2:11][CH2:12][O:20][CH3:18])=[CH:4][CH:3]=1 |f:1.2|. Reported procedure: A solution of 1-bromo-4-(4-bromobutoxy)benzene (3.05 g) in methanol (30 ml) was treated with 28% sodium methoxide in methanol (2.43 ml), and the solution was refluxed for 5 hours. After cooling, the reaction mixture was added to a mixture of water and ethyl acetate. The organic layer was washed with brine. The organic layer was taken and dried over magnesium sulfate. The magnesium sulfate was filtered off, and the filtrate was concentrated under reduced pressure. The residue was purified by sili...